From a dataset of the Open Reaction Database (ORD), a public repository of structured organic reaction records. describe an organic reaction: reactants, conditions, products, and yield Starting materials: COc1ccc(CN)cc1, CCOC(C)=O, Cc1nc(Cl)cc(Cl)n1, [K+], CN(C)C=O, [OH-]. Product: COc1ccc(CNc2cc(Cl)nc(C)n2)cc1. RXN SMILES: [CH3:1][O:2][c:3]1[cH:4][cH:5][c:6]([CH2:9][NH2:10])[cH:7][cH:8]1.[CH3:22][CH2:23][O:24][C:25](=[O:26])[CH3:27].[Cl:13][c:14]1[n:15][c:16]([CH3:21])[n:17][c:18]([Cl:20])[cH:19]1.[K+:12].[O:28]=[CH:29][N:30]([CH3:31])[CH3:32].[OH-:11]>>[CH3:1][O:2][c:3]1[cH:4][cH:5][c:6]([CH2:9][NH:10][c:18]2[n:17][c:16]([CH3:21])[n:15][c:14]([Cl:13])[cH:19]2)[cH:7][cH:8]1. Reactants: NC=1SC2=C(C1C(=O)OCC)CCCC2 (ethyl 2-amino-4, 5, 6, 7-tetrahydrobenzothiophene-3-carboxylate), C(C)(=O)Cl (acetyl chloride). Reagents/catalysts: CN(C1=CC=NC=C1)C (4-(dimethylamino)pyridine). Solvent: C1CCOC1 (THF), [Cl-].[Na+].O (brine). Run at time 2 hour. The product is C(C)OC(=O)C1=C(SC2=C1CCCC2)NC(C)=O (2-Acetylamino-4, 5, 6, 7-tetrahydrobenzothiophene-3-carboxylic Acid Ethyl Ester). Yield: 96.3%. RXN SMILES: [NH2:1][C:2]1[S:3][C:4]2[CH2:15][CH2:14][CH2:13][CH2:12][C:5]=2[C:6]=1[C:7]([O:9][CH2:10][CH3:11])=[O:8].[C:16](Cl)(=[O:18])[CH3:17]>C1COCC1.CN(C)C1C=CN=CC=1.[Cl-].[Na+].O>[CH2:10]([O:9][C:7]([C:6]1[C:5]2[CH2:12][CH2:13][CH2:14][CH2:15][C:4]=2[S:3][C:2]=1[NH:1][C:16](=[O:18])[CH3:17])=[O:8])[CH3:11] |f:4.5.6|. Procedure: To a solution of ethyl 2-amino-4, 5, 6, 7-tetrahydrobenzothiophene-3-carboxylate (16 g, 71.1 mmol) in THF (100 mL) was added 4-(dimethylamino)pyridine (434 mg, 3.55 mmol) and acetyl chloride (6.1 mL, 85.3 mmol). After stirring for 2 h at room temperature, the solution was diluted with brine solution (500 mL) and extracted with ethyl acetate (500 mL, 3×). The combined organic phases were dried over MgSO4, filtered, and concentrated to provide the title compound (18.3 g, 96%) as a light yellow sol... Reactants: C(C1=CC=CC=C1)N1C=NC(=C1C)C1SCC(CS1)=NO (2-(1-benzyl-5-methyl-4-imidazolyl)-1,3-dithian-5-one oxime), [H-].[Al+3].[Li+].[H-].[H-].[H-] (lithium aluminum hydride), O (water). Solvent: O1CCCC1 (tetrahydrofuran), O1CCCC1 (tetrahydrofuran). Conditions: temperature 70 celsius. Product: C(C1=CC=CC=C1)N1C=NC(=C1C)[C@@H]1SC[C@H](CS1)N (Trans 2-(1-benzyl-5-methyl-4-imidazolyl)-5-amino-1,3-dithiane). As a reaction SMILES: [H-].[Al+3].[Li+].[H-].[H-].[H-].[CH2:7]([N:14]1[C:18]([CH3:19])=[C:17]([CH:20]2[S:25][CH2:24][C:23](=[N:26]O)[CH2:22][S:21]2)[N:16]=[CH:15]1)[C:8]1[CH:13]=[CH:12][CH:11]=[CH:10][CH:9]=1.O>O1CCCC1>[CH2:7]([N:14]1[C:18]([CH3:19])=[C:17]([C@H:20]2[S:25][CH2:24][C@H:23]([NH2:26])[CH2:22][S:21]2)[N:16]=[CH:15]1)[C:8]1[CH:9]=[CH:10][CH:11]=[CH:12][CH:13]=1 |f:0.1.2.3.4.5|. Reported procedure: To a suspension of lithium aluminum hydride (2.9 g., 0.076 mole) in dry tetrahydrofuran (120 ml.) under a nitrogen atmosphere is added dropwise a solution of 2-(1-benzyl-5-methyl-4-imidazolyl)-1,3-dithian-5-one oxime (21.3 g., 0.0668 mole) in dry tetrahydrofuran (130 ml.). After heating at 70° C. for one hour, water (40 ml.) is added cautiously and the mixture is filtered hot. The solvent is evaporated and the residue is chased with ethanol to remove traces of water to give a viscous oil (17.0 g... Starting materials: [Al+3], C1CCOC1, CN1CCN(c2ccc([N+](=O)[O-])c(N)c2F)CC1, [H-], [H-], [H-], [H-], [Li+], [Na+], [OH-], O. Product: CN1CCN(c2ccc(N)c(N)c2F)CC1. Reaction SMILES: [Al+3:2].[CH2:28]1[O:29][CH2:30][CH2:31][CH2:32]1.[F:7][c:8]1[c:9]([NH2:24])[c:10]([N+:21]([O-:22])=[O:23])[cH:11][cH:12][c:13]1[N:14]1[CH2:15][CH2:16][N:17]([CH3:20])[CH2:18][CH2:19]1.[H-:1].[H-:4].[H-:5].[H-:6].[Li+:3].[Na+:27].[OH-:26].[OH2:25]>>[F:7][c:8]1[c:9]([NH2:24])[c:10]([NH2:21])[cH:11][cH:12][c:13]1[N:14]1[CH2:15][CH2:16][N:17]([CH3:20])[CH2:18][CH2:19]1. The reactants are N1=C(C=CC=2CCCNC12)CCOC=1C=CC2=C(CC3=C([C@@H](C2)CC(=O)OCC)C=CC=C3)C1 (ethyl (S)-10,11-dihydro-3-[2-(5,6,7,8-tetrahydro-1,8-naphthyridin-2-yl)-1-ethoxy]-5H-dibenzo[a,d]cycloheptene-10-acetate), [Li+].[OH-] (LiOH). Solvent: C1CCOC1.O (THF H2O). Reaction conditions: temperature 50 celsius, time 18 hour. Yields the product N1=C(C=CC=2CCCNC12)CCOC=1C=CC2=C(CC3=C([C@@H](C2)CC(=O)O)C=CC=C3)C1 ((S)-10,11-Dihydro-3-[2-(5,6,7,8-tetrahydro-1,8-naphthyridin-2-yl)-1-ethoxy]-5H-dibenzo[a,d]cycloheptene-10-acetic acid). Isolated yield 24.1%. As a reaction SMILES: [N:1]1[C:10]2[NH:9][CH2:8][CH2:7][CH2:6][C:5]=2[CH:4]=[CH:3][C:2]=1[CH2:11][CH2:12][O:13][C:14]1[CH:15]=[CH:16][C:17]2[CH2:23][C@@H:22]([CH2:24][C:25]([O:27]CC)=[O:26])[C:21]3[CH:30]=[CH:31][CH:32]=[CH:33][C:20]=3[CH2:19][C:18]=2[CH:34]=1.[Li+].[OH-]>C1COCC1.O>[N:1]1[C:10]2[NH:9][CH2:8][CH2:7][CH2:6][C:5]=2[CH:4]=[CH:3][C:2]=1[CH2:11][CH2:12][O:13][C:14]1[CH:15]=[CH:16][C:17]2[CH2:23][C@@H:22]([CH2:24][C:25]([OH:27])=[O:26])[C:21]3[CH:30]=[CH:31][CH:32]=[CH:33][C:20]=3[CH2:19][C:18]=2[CH:34]=1 |f:1.2,3.4|. Procedure: To a solution of ethyl (S)-10,11-dihydro-3-[2-(5,6,7,8-tetrahydro-1,8-naphthyridin-2-yl)-1-ethoxy]-5H-dibenzo[a,d]cycloheptene-10-acetate (131 mg, 0.29 mmole) in THF/H2O (2 mL) was added 1.0 N LiOH (0.43 mL, 0.43 mmole), and the mixture was heated to 50° C. After 18 hr, the mixture was cooled to RT and washed with Et2O (2×2 mL). The aqueous layer was acidified to pH 6 using 10% HCl. The resulting milky solution was passed through a C-18 bond-elute column (gradient elution: H2O, then 20% CH3CN/H2...